From a dataset of the Open Reaction Database (ORD), a public repository of structured organic reaction records. describe an organic reaction: reactants, conditions, products, and yield Starting materials: BrC=1C=C(C=O)C=CC1 (3-bromobenzaldehyde), C1(=CC=CC=C1)[Mg]Br (phenylmagnesium bromide). The product is BrC=1C=C(C=CC1)C(O)C1=CC=CC=C1 ((3-Bromo-phenyl)-phenyl-methanol). Reaction SMILES: [Br:1][C:2]1[CH:3]=[C:4]([CH:7]=[CH:8][CH:9]=1)[CH:5]=[O:6].[C:10]1([Mg]Br)[CH:15]=[CH:14][CH:13]=[CH:12][CH:11]=1>>[Br:1][C:2]1[CH:3]=[C:4]([CH:5]([C:10]2[CH:15]=[CH:14][CH:13]=[CH:12][CH:11]=2)[OH:6])[CH:7]=[CH:8][CH:9]=1. Reported procedure: Prepared according to the procedure described in Example 25, Step 1, using 3-bromobenzaldehyde and phenylmagnesium bromide. Reactants: S1C(=CC=C1)C1OC(=C(C1=O)C1=CC(=CC=C1)C(F)(F)F)N (2-thien-2-yl-3-oxo-4-(3-trifluoromethylphenyl)-5-amino-2,3-dihydrofuran), solid, S(=O)(=O)(OC)OC (dimethyl sulfate), [OH-].[Na+] (sodium hydroxide), O (water). The reagents and catalysts are [Cl-].C(C1=CC=CC=C1)[N+](CC)(CC)CC (benzyltriethylammonium chloride). The solvent is C(Cl)Cl (methylene chloride), C(Cl)Cl (methylene chloride). Conditions: time 1 hour. Product: S1C(=CC=C1)C1OC(=C(C1=O)C1=CC(=CC=C1)C(F)(F)F)NC (2-Thien-2-yl-3-oxo-4-(-3-trifluoromethylphenyl)-5-methylamino-2,3-dihydrofuran). Reaction SMILES: [OH-].[Na+].O.[S:4]1[CH:8]=[CH:7][CH:6]=[C:5]1[CH:9]1[C:13](=[O:14])[C:12]([C:15]2[CH:20]=[CH:19][CH:18]=[C:17]([C:21]([F:24])([F:23])[F:22])[CH:16]=2)=[C:11]([NH2:25])[O:10]1.S(OC)(O[CH3:30])(=O)=O>[Cl-].C([N+](CC)(CC)CC)C1C=CC=CC=1.C(Cl)Cl>[S:4]1[CH:8]=[CH:7][CH:6]=[C:5]1[CH:9]1[C:13](=[O:14])[C:12]([C:15]2[CH:20]=[CH:19][CH:18]=[C:17]([C:21]([F:22])([F:23])[F:24])[CH:16]=2)=[C:11]([NH:25][CH3:30])[O:10]1 |f:0.1,5.6|. Reported procedure: In this example about 0.36 g of solid sodium hydroxide was dissolved in a small amount of water and then added to 100 ml of methylene chloride containing 1.4 g of 2-thien-2-yl-3-oxo-4-(3-trifluoromethylphenyl)-5-amino-2,3-dihydrofuran. 0.20 g of benzyltriethylammonium chloride was added and then a mixture containing 0.84 ml of dimethyl sulfate in about 5.0 ml of methylene chloride was slowly added at room temperature. The mixture was stirred at room temperature for about one hour and then washed...